From a dataset of the Open Reaction Database (ORD), a public repository of structured organic reaction records. describe an organic reaction: reactants, conditions, products, and yield The reactants are BrC1=CC=C2C(N(C(N(C2=C1)CC(=O)OCC)=O)CC1=C(C=C(C=C1)Br)F)=O (ethyl 2-[7-bromo-3-(4-bromo-2-fluorobenzyl)-1,2,3,4-tetrahydro-2,4-dioxoquinazolin-1-yl]acetate), [OH-].[Na+] (sodium hydroxide), Cl (hydrochloric acid). Run in CO (methanol). Yields the product BrC1=CC=C2C(N(C(N(C2=C1)CC(=O)O)=O)CC1=C(C=C(C=C1)Br)F)=O (2-[7-bromo-3-(4-bromo-2-fluorobenzyl)-1,2,3,4-tetrahydro-2,4-dioxoquinazolin-1-yl]acetic acid). Yield: 83.2%. As a reaction SMILES: [Br:1][C:2]1[CH:11]=[C:10]2[C:5]([C:6](=[O:28])[N:7]([CH2:19][C:20]3[CH:25]=[CH:24][C:23]([Br:26])=[CH:22][C:21]=3[F:27])[C:8](=[O:18])[N:9]2[CH2:12][C:13]([O:15]CC)=[O:14])=[CH:4][CH:3]=1.[OH-].[Na+].Cl>CO>[Br:1][C:2]1[CH:11]=[C:10]2[C:5]([C:6](=[O:28])[N:7]([CH2:19][C:20]3[CH:25]=[CH:24][C:23]([Br:26])=[CH:22][C:21]=3[F:27])[C:8](=[O:18])[N:9]2[CH2:12][C:13]([OH:15])=[O:14])=[CH:4][CH:3]=1 |f:1.2|. Procedure details: A solution of ethyl 2-[7-bromo-3-(4-bromo-2-fluorobenzyl)-1,2,3,4-tetrahydro-2,4-dioxoquinazolin-1-yl]acetate (3.0 g) and 1N aqueous sodium hydroxide (5.83 ml) in methanol (69.6 ml) was refluxed for 1 hour with stirring. After cooling, the solvent was evaporated to give a residue, which was acidified with 1N aqueous hydrochloric acid and extracted with ethyl acetate. The extract was washed with brine and dried. Removal of the solvent gave a residue, which was recrystallized from a mixture of eth... Starting materials: N[C@H]1[C@@H](C[C@@H]([C@H]([C@@H]1OCC1=CC=CC=C1)OCC1=CC=CC=C1)COCC1=CC=CC=C1)O ((1R,2S,3R,4R,5R)-2-amino-3,4-bis(benzyloxy)-5-((benzyloxy)methyl)cyclohexanol), C1=CN(C=N1)C(=S)N2C=CN=C2 (1,1-thiocarbonyldiimidazole), N1CCCC1 (Pyrrolidine). Solvent: C(Cl)Cl (DCM). Run at time 3 hour. The product is C(C1=CC=CC=C1)O[C@@H]1[C@H]([C@@H](C[C@@H]([C@H]1OCC1=CC=CC=C1)COCC1=CC=CC=C1)O)NC(=S)N1CCCC1 (N-((1S,2R,3R,4R,6R)-2,3-Bis(benzyloxy)-4-((benzyloxy)methyl)-6-hydroxycyclohexyl)pyrrolidine-1-carbothioamide). Isolated yield 99.0%. Reaction SMILES: [NH2:1][C@@H:2]1[C@@H:7]([O:8][CH2:9][C:10]2[CH:15]=[CH:14][CH:13]=[CH:12][CH:11]=2)[C@H:6]([O:16][CH2:17][C:18]2[CH:23]=[CH:22][CH:21]=[CH:20][CH:19]=2)[C@@H:5]([CH2:24][O:25][CH2:26][C:27]2[CH:32]=[CH:31][CH:30]=[CH:29][CH:28]=2)[CH2:4][C@H:3]1[OH:33].C1N=CN([C:39]([N:41]2[CH:45]=N[CH:43]=[CH:42]2)=[S:40])C=1.N1CCC[CH2:47]1>C(Cl)Cl>[CH2:9]([O:8][C@H:7]1[C@H:6]([O:16][CH2:17][C:18]2[CH:19]=[CH:20][CH:21]=[CH:22][CH:23]=2)[C@@H:5]([CH2:24][O:25][CH2:26][C:27]2[CH:32]=[CH:31][CH:30]=[CH:29][CH:28]=2)[CH2:4][C@@H:3]([OH:33])[C@@H:2]1[NH:1][C:39]([N:41]1[CH2:42][CH2:43][CH2:47][CH2:45]1)=[S:40])[C:10]1[CH:11]=[CH:12][CH:13]=[CH:14][CH:15]=1. Procedure: A mixture of (1R,2S,3R,4R,5R)-2-amino-3,4-bis(benzyloxy)-5-((benzyloxy)methyl)cyclohexanol (0.210 g, 0.469 mmol), 1,1-thiocarbonyldiimidazole (Thio-CDI) (0.125 g, 0.704 mmol) in DCM (10 mL) was stirred at room temperature for 3 h. Pyrrolidine (0.10 mL) was then added, and the mixture was further stirred for 1 h. The solvent was removed under reduced pressure, and the residue was purified on silica gel by automatic flash column chromatography (EtOAc/hexanes, 2:3 to 4:1), affording the product as ...